Dataset: the Open Reaction Database (ORD), a public repository of structured organic reaction records. Task: describe an organic reaction: reactants, conditions, products, and yield Reaction SMILES: [F:1][C:2]1[CH:3]=[C:4]([C:9]([CH:16]([CH3:18])[CH3:17])([CH2:12][CH2:13][CH2:14]Cl)[C:10]#[N:11])[CH:5]=[CH:6][C:7]=1[F:8].[CH2:19](CN)[C:20]1[CH:25]=[CH:24][CH:23]=[CH:22][CH:21]=1.C(=O)([O-])[O-].[K+].[K+].O.[CH3:35][N:36](C)C=O>>[F:1][C:2]1[CH:3]=[C:4]([C:9]([CH:16]([CH3:18])[CH3:17])([CH2:12][CH2:13][CH2:14][N:36]([CH3:35])[CH2:19][C:20]2[CH:21]=[CH:22][CH:23]=[CH:24][CH:25]=2)[C:10]#[N:11])[CH:5]=[CH:6][C:7]=1[F:8] |f:2.3.4|. Procedure details: The product of Example 1, Step (b), (0.54 g, 0.0020 mole), N-benzylmethylamine (0.29 g, 0.0024 mole) and potassium carbonate (0.33 g, 0.0024 mole) were stirred in dimethylformamide (25 mL) for 10 days at room temperature. The mixture was concentrated in vacuo. Water (25 mL) and ethyl acetate (25 mL) were added to the residue. The layers were separated and the aqueous layer was washed with ethyl acetate (25 mL). The ethyl acetate layer and washes were combined and dried over anhydrous sodium sulf... Reactants: O (H2O), FC=1C=C(C=CC1F)C(C#N)(CCCCl)C(C)C ((±)-3,4-difluoro-α-(1-methylethyl)-α-(3-chloropropyl)benzeneacetonitrile), C(C1=CC=CC=C1)CN (N-benzylmethylamine), C([O-])([O-])=O.[K+].[K+] (potassium carbonate), CN(C=O)C (dimethylformamide), O (H2O). Yields the product FC=1C=C(C=CC1F)C(C#N)(CCCN(CC1=CC=CC=C1)C)C(C)C ((±)-3,4-difluoro-α-(1-methylethyl)-α-[3-[methyl (phenylmethyl)amino]propyl]benzeneacetonitrile). Reactants: C(CS)(=O)OC (Methyl thioglycolate), O.C1(=CC=C(C=C1)S(=O)(=O)O)C (ρ-toluenesulfonic acid monohydrate), FC1=CC=C(C(C2=CC=C(C=C2)F)O)C=C1 (4,4'-difluoro-benzhydrol). The solvent is C(C)(=O)OCC (ethyl acetate), C1(=CC=CC=C1)C (toluene). Run at time 2.5 hour. Product: FC1=CC=C(C=C1)C(SCC(=O)OC)C1=CC=C(C=C1)F (methyl [[bis-(4-fluorophenyl)methyl]thio]acetate). Yield: 50.0%. As a reaction SMILES: O.C1(C)C=CC(S(O)(=O)=O)=CC=1.[C:13]([O:17][CH3:18])(=[O:16])[CH2:14][SH:15].[F:19][C:20]1[CH:34]=[CH:33][C:23]([CH:24](O)[C:25]2[CH:30]=[CH:29][C:28]([F:31])=[CH:27][CH:26]=2)=[CH:22][CH:21]=1>C1(C)C=CC=CC=1.C(OCC)(=O)C>[F:19][C:20]1[CH:21]=[CH:22][C:23]([CH:24]([C:25]2[CH:30]=[CH:29][C:28]([F:31])=[CH:27][CH:26]=2)[S:15][CH2:14][C:13]([O:17][CH3:18])=[O:16])=[CH:33][CH:34]=1 |f:0.1|. Procedure: A slurry of ρ-toluenesulfonic acid monohydrate (108 mg, 0.57 mmol) and activated 3 Å molecular sieves (300-500 mg) in 4 mL of toluene is stirred for 15 minutes. Methyl thioglycolate (265 mg, 2.50 mmol ) is then added followed by 4,4'-difluoro-benzhydrol (Aldrich) (500 mg, 2.27 mmol). The reaction is stirred for 2.5 hours at room temperature followed by heating at 50°-60° C. for 45 minutes. The mixture is diluted with ethyl acetate, washed with saturated aqueous sodium bicarbonate, brine and drie... Reactants: Cc1cc(C(O)(C(F)(F)F)C(F)(F)F)cc(C)c1NC(=O)c1cccc(NC(=O)c2ccccc2)c1, O=S(Cl)Cl, c1ccncc1. Product: Cc1cc(C(Cl)(C(F)(F)F)C(F)(F)F)cc(C)c1NC(=O)c1cccc(NC(=O)c2ccccc2)c1. As a reaction SMILES: [CH3:1][c:2]1[c:3]([NH:19][C:20]([c:21]2[cH:22][c:23]([NH:27][C:28]([c:29]3[cH:30][cH:31][cH:32][cH:33][cH:34]3)=[O:35])[cH:24][cH:25][cH:26]2)=[O:36])[c:4]([CH3:18])[cH:5][c:6]([C:8]([C:9]([F:10])([F:11])[F:12])([C:13]([F:14])([F:15])[F:16])[OH:17])[cH:7]1.[S:37]([Cl:38])([Cl:39])=[O:40].[cH:41]1[cH:42][cH:43][n:44][cH:45][cH:46]1>>[CH3:1][c:2]1[c:3]([NH:19][C:20]([c:21]2[cH:22][c:23]([NH:27][C:28]([c:29]3[cH:30][cH:31][cH:32][cH:33][cH:34]3)=[O:35])[cH:24][cH:25][cH:26]2)=[O:36])[c:4]([CH3:18])[cH:5][c:6]([C:8]([C:9]([F:10])([F:11])[F:12])([C:13]([F:14])([F:15])[F:16])[Cl:39])[cH:7]1. The reactants are C[Si](C)(C)C=[N+]=[N-], CCOCC, CO, O=C(O)c1cncc(C#Cc2ccccc2)c1. Product: COC(=O)c1cncc(C#Cc2ccccc2)c1. RXN SMILES: [CH3:1][Si:2]([CH:3]=[N+:4]=[N-:5])([CH3:6])[CH3:7].[CH3:25][CH2:26][O:27][CH2:28][CH3:29].[CH3:30][OH:31].[c:8]1([C:14]#[C:15][c:16]2[cH:17][n:18][cH:19][c:20]([C:21](=[O:22])[OH:23])[cH:24]2)[cH:9][cH:10][cH:11][cH:12][cH:13]1>>[CH3:1][O:22][C:21]([c:20]1[cH:19][n:18][cH:17][c:16]([C:15]#[C:14][c:8]2[cH:9][cH:10][cH:11][cH:12][cH:13]2)[cH:24]1)=[O:23]. The reactants are CC(=O)CC(C)C, OC1(c2ccc(Cl)cc2)CCNCC1, ClCCCn1cnc2ccccc21, [I-], [K+], [Na+], [Na+], O=C([O-])[O-], O. The product is OC1(c2ccc(Cl)cc2)CCN(CCCn2cnc3ccccc32)CC1. As a reaction SMILES: [CH3:37][CH:38]([CH3:39])[CH2:40][C:41](=[O:42])[CH3:43].[Cl:14][c:15]1[cH:16][cH:17][c:18]([C:21]2([OH:27])[CH2:22][CH2:23][NH:24][CH2:25][CH2:26]2)[cH:19][cH:20]1.[Cl:1][CH2:2][CH2:3][CH2:4][n:5]1[cH:6][n:7][c:8]2[c:9]1[cH:10][cH:11][cH:12][cH:13]2.[I-:35].[K+:34].[Na+:28].[Na+:29].[O-:30][C:31](=[O:32])[O-:33].[OH2:36]>>[CH2:2]([CH2:3][CH2:4][n:5]1[cH:6][n:7][c:8]2[c:9]1[cH:10][cH:11][cH:12][cH:13]2)[N:24]1[CH2:23][CH2:22][C:21]([c:18]2[cH:17][cH:16][c:15]([Cl:14])[cH:20][cH:19]2)([OH:27])[CH2:26][CH2:25]1. Starting materials: OO (hydrogen peroxide), S(=O)([O-])[O-].[Na+].[Na+] (sodium sulphite), N[C@H]1[C@@H]2N(C(=C(CS2)CN=[N+]=[N-])C(=O)OCC2=CC=C(C=C2)OC)C1=O (p-Methoxybenzyl 7β-amino-3-azidomethyl-3-cephem-4-carboxylate), OO (hydrogen peroxide). The reagents and catalysts are O.O.[O-][W](=O)(=O)[O-].[Na+].[Na+] (sodium tungstate dihydrate). Solvent: C(C)(=O)OCC (ethyl acetate). Conditions: time 18 hour. The product is N[C@H]1[C@@H]2N(C(=C(CS2(=O)=O)CN=[N+]=[N-])C(=O)OCC2=CC=C(C=C2)OC)C1=O (p-methoxybenzyl 7β-amino-3-azidomethyl-3-cephem-4-carboxylate-1,1-dioxide). Reaction SMILES: [NH2:1][C@@H:2]1[C:25](=[O:26])[N:4]2[C:5]([C:13]([O:15][CH2:16][C:17]3[CH:22]=[CH:21][C:20]([O:23][CH3:24])=[CH:19][CH:18]=3)=[O:14])=[C:6]([CH2:9][N:10]=[N+:11]=[N-:12])[CH2:7]S[C@H:3]12.OO.[S:29]([O-:32])([O-])=[O:30].[Na+].[Na+]>C(OCC)(=O)C.O.O.[O-][W]([O-])(=O)=O.[Na+].[Na+]>[NH2:1][C@@H:2]1[C:25](=[O:26])[N:4]2[C:5]([C:13]([O:15][CH2:16][C:17]3[CH:18]=[CH:19][C:20]([O:23][CH3:24])=[CH:21][CH:22]=3)=[O:14])=[C:6]([CH2:9][N:10]=[N+:11]=[N-:12])[CH2:7][S:29](=[O:32])(=[O:30])[C@H:3]12 |f:2.3.4,6.7.8.9.10|. Procedure details: p-Methoxybenzyl 7β-amino-3-azidomethyl-3-cephem-4-carboxylate (17.15 g, 0.046 mol) in ethyl acetate was cooled to 15° C., sodium tungstate dihydrate (1.52 g, 0.0046 mol) was added followed by hydrogen peroxide (30%, 20.73 ml) in one portion and the stirring was continued at room temperature. After two hours an additional portion of hydrogen peroxide (5.18 ml) was added and the reaction mixture was stirred at room temperature for a total period of 18 h; the mixture was cooled to 10° C. and a solu... Reactants: C(C1=CC=CC=C1)OC1=CC=C(OC2=C(C=C(C(=O)Cl)C=C2)NC=2C3=C(N=CN2)N=C(C=C3)C(C)C)C=C1 (4-(4-Benzyloxy-phenoxy)-3-(7-isopropyl-pyrido[2,3-d]pyrimidin-4-ylamino)-benzoyl chloride), NC1=C(C=CC(=C1)C)O (2-Amino-4-methyl-phenol). The product is C(C1=CC=CC=C1)OC1=CC=C(OC2=C(C=C(C(=O)NC3=C(C=CC(=C3)C)O)C=C2)NC=2C3=C(N=CN2)N=C(C=C3)C(C)C)C=C1 (4-(4-Benzyloxy-phenoxy)-N-(2-hydroxy-5-methyl-phenyl)-3-(7-isopropyl-pyrido[2,3-d]pyrimidin-4-ylamino)-benzamide). As a reaction SMILES: [CH2:1]([O:8][C:9]1[CH:38]=[CH:37][C:12]([O:13][C:14]2[CH:22]=[CH:21][C:17]([C:18](Cl)=[O:19])=[CH:16][C:15]=2[NH:23][C:24]2[C:25]3[CH:33]=[CH:32][C:31]([CH:34]([CH3:36])[CH3:35])=[N:30][C:26]=3[N:27]=[CH:28][N:29]=2)=[CH:11][CH:10]=1)[C:2]1[CH:7]=[CH:6][CH:5]=[CH:4][CH:3]=1.[NH2:39][C:40]1[CH:45]=[C:44]([CH3:46])[CH:43]=[CH:42][C:41]=1[OH:47]>>[CH2:1]([O:8][C:9]1[CH:38]=[CH:37][C:12]([O:13][C:14]2[CH:22]=[CH:21][C:17]([C:18]([NH:39][C:40]3[CH:45]=[C:44]([CH3:46])[CH:43]=[CH:42][C:41]=3[OH:47])=[O:19])=[CH:16][C:15]=2[NH:23][C:24]2[C:25]3[CH:33]=[CH:32][C:31]([CH:34]([CH3:36])[CH3:35])=[N:30][C:26]=3[N:27]=[CH:28][N:29]=2)=[CH:11][CH:10]=1)[C:2]1[CH:7]=[CH:6][CH:5]=[CH:4][CH:3]=1. Procedure: A solution of the product from Example 43D and 2-Amino-4-methyl-phenol was reacted to provide 4-(4-Benzyloxy-phenoxy)-N-(2-hydroxy-5-methyl-phenyl)-3-(7-isopropyl-pyrido[2,3-d]pyrimidin-4-ylamino)-benzamide using the procedure from Example 43E. The material was then deprotected using the procedure from Example 43F to provide the crude title compound which was purified by HPLC with TFA to provide the title compound as a trifluoroacetic acid salt (15 mg, 29%). 1H NMR (300 MHz, DMSO-D6) δ ppm: 1.34... The product is C(CCNC([C@@H](O)C(C)(C)CO)=O)(=O)[O-].[Ca+2].C(CCNC([C@@H](O)C(C)(C)CO)=O)(=O)[O-] (calcium D-pantothenate). As a reaction SMILES: [C:1]([OH:15])(=[O:14])[CH2:2][CH2:3][NH:4][C:5](=[O:13])[C@@H:6]([C:8]([CH2:11][OH:12])([CH3:10])[CH3:9])[OH:7].[OH-].[Ca+2:17].[OH-]>>[C:1]([O-:15])(=[O:14])[CH2:2][CH2:3][NH:4][C:5](=[O:13])[C@H:6]([C:8]([CH2:11][OH:12])([CH3:10])[CH3:9])[OH:7].[Ca+2:17].[C:1]([O-:15])(=[O:14])[CH2:2][CH2:3][NH:4][C:5](=[O:13])[C@H:6]([C:8]([CH2:11][OH:12])([CH3:10])[CH3:9])[OH:7] |f:1.2.3,4.5.6|. Starting materials: C(CCNC([C@H](O)C(C)(C)CO)=O)(=O)O (pantothenic acid), [OH-].[Ca+2].[OH-] (calcium hydroxide). Procedure: The free pantothenic acid was neutralized with solid calcium hydroxide with stirring, that is to say a pH of approximately 7 was set. Approximately 2000 g of an aqueous calcium D-pantothenate suspension were obtained, which suspension was sterilized for 60 min. Successful destruction was demonstrated by plating out. Reactants: NC=1NC(C2=C(N1)NC(=C2)CCCC2=CC=C(S2)C(=O)O)=O (5-[3-(2-Amino-4-oxo-4,7-dihydro-3H-pyrrolo[2,3-d]pyrimidin-6-yl)-propyl]-thiophene-2-carboxylic acid), CN1CCOCC1 (N-methylmorpholine), ClC1=NC(=NC(=N1)OC)OC (2-chloro-4,6-dimethoxy-1,3,5-triazine), CN1CCOCC1 (N-methylmorpholine), Cl.C(C)OC([C@@H](N)CCC(=O)OCC)=O (L-glutamate diethyl ester hydrochloride). Solvent: CN(C)C=O (DMF). Run at time 2 hour. Yields the product C(C)OC([C@H](CCC(=O)OCC)NC(=O)C=1SC(=CC1)CCCC1=CC2=C(N=C(NC2=O)N)N1)=O ((S)-2-({5-[3-(2-Amino-4-oxo-4,7-dihydro-3H-pyrrolo[2,3-d]pyrimidin-6-yl)-propyl]-thiophene-2-carbonyl}-amino)-pentanedioic acid diethyl ester). Isolated yield 62.6%. RXN SMILES: [NH2:1][C:2]1[NH:3][C:4](=[O:22])[C:5]2[CH:10]=[C:9]([CH2:11][CH2:12][CH2:13][C:14]3[S:18][C:17]([C:19]([OH:21])=O)=[CH:16][CH:15]=3)[NH:8][C:6]=2[N:7]=1.CN1CCOCC1.ClC1N=C(OC)N=C(OC)N=1.Cl.[CH2:42]([O:44][C:45](=[O:55])[C@H:46]([CH2:48][CH2:49][C:50]([O:52][CH2:53][CH3:54])=[O:51])[NH2:47])[CH3:43]>CN(C=O)C>[CH2:42]([O:44][C:45](=[O:55])[C@@H:46]([NH:47][C:19]([C:17]1[S:18][C:14]([CH2:13][CH2:12][CH2:11][C:9]2[NH:8][C:6]3[N:7]=[C:2]([NH2:1])[NH:3][C:4](=[O:22])[C:5]=3[CH:10]=2)=[CH:15][CH:16]=1)=[O:21])[CH2:48][CH2:49][C:50]([O:52][CH2:53][CH3:54])=[O:51])[CH3:43] |f:3.4|. Reported procedure: To a solution of 9 (254 mg, 0.8 mmol) in anhydrous DMF (10 mL) was added N-methylmorpholine (145 mg, 1.44 mmol) and 2-chloro-4,6-dimethoxy-1,3,5-triazine (253 g, 1.44 mmol). The resulting mixture was stirred at room temperature for 2 h. To this mixture were added N-methylmorpholine (145 mg, 1.44 mmol) and L-glutamate diethyl ester hydrochloride (290 mg, 1.2 mmol). The reaction mixture was stirred for an additional 4 h at room temperature and then evaporated to dryness under reduced pressure. The... Starting materials: C1(=CC=CC=C1)[C@H]1[C@@H](C1)C(=O)Cl (trans-2-phenyl-1-cyclopropanecarbonyl chloride), C(C)(C)(C)N1CCNCC1 (1-tert-butylpiperazine). Yields the product C(C)(C)(C)N1CCN(CC1)C(=O)[C@H]1[C@@H](C1)C1=CC=CC=C1 (trans-(4-tert-Butylpiperazin-1-yl)-(2-phenylcyclopropyl)methanone). As a reaction SMILES: [C:1]1([C@@H:7]2[CH2:9][C@H:8]2[C:10](Cl)=[O:11])[CH:6]=[CH:5][CH:4]=[CH:3][CH:2]=1.[C:13]([N:17]1[CH2:22][CH2:21][NH:20][CH2:19][CH2:18]1)([CH3:16])([CH3:15])[CH3:14]>>[C:13]([N:17]1[CH2:22][CH2:21][N:20]([C:10]([C@@H:8]2[CH2:9][C@H:7]2[C:1]2[CH:6]=[CH:5][CH:4]=[CH:3][CH:2]=2)=[O:11])[CH2:19][CH2:18]1)([CH3:16])([CH3:15])[CH3:14]. Reported procedure: This example was prepared according to Example 1 employing trans-2-phenyl-1-cyclopropanecarbonyl chloride and 1-tert-butylpiperazine, which is commercially available from, for example, Beta Pharma. m/z (ES+) M+1=287.2; HPLC tR=1.60 min. 1H NMR (500 MHz, CDCl3) δ 7.34-7.23 (m, 2H), 7.23-7.15 (m, 1H), 7.11 (d, J=7.0 Hz, 2H), 3.73-3.53 (m, 4H), 2.64-2.50 (m, 4H), 2.47 (ddd, J=8.9, 6.4, 4.3 Hz, 1H), 1.96 (td, J=4.5, 3.5 Hz, 1H), 1.65 (ddd, J=9.2, 5.2, 4.3 Hz, 1H), 1.25 (ddd, J=8.2, 6.4, 4.3 Hz, 1H),...